Dataset: the Open Reaction Database (ORD), a public repository of structured organic reaction records. Task: describe an organic reaction: reactants, conditions, products, and yield The reactants are FC(CCSC(C)=O)(C1=CC=C(C=C1)F)F (ethanethioic acid S—[3,3-difluoro-3-(4-fluorophenyl)-propyl]ester), [OH-].[Na+] (sodium hydroxide). The solvent is CCO (EtOH). Conditions: time 1 hour. Yields the product FC(CCS)(C1=CC=C(C=C1)F)F (3,3-difluoro-3-(4-fluorophenyl)-propane-1-thiol). Isolated yield 92.4%. As a reaction SMILES: [F:1][C:2]([F:16])([C:9]1[CH:14]=[CH:13][C:12]([F:15])=[CH:11][CH:10]=1)[CH2:3][CH2:4][S:5]C(=O)C.[OH-].[Na+]>CCO>[F:16][C:2]([F:1])([C:9]1[CH:14]=[CH:13][C:12]([F:15])=[CH:11][CH:10]=1)[CH2:3][CH2:4][SH:5] |f:1.2|. Reported procedure: To a solution of ethanethioic acid S—[3,3-difluoro-3-(4-fluorophenyl)-propyl]ester (0.26 g, 1.05 mmol) in EtOH (3 ml) is added 35% aqueous sodium hydroxide (3 ml) at 0° C. and the reaction mixture is stirred at RT for 1 h. After completion of the reaction, the solvent is distilled off and the residue is diluted with water (10 ml) before acidification with 2N hydrochloric acid to pH 2. The aqueous layer is extracted with EtOAc (3×15 ml) and the combined organic layers are washed with water (20 ml... Reactants: [BH4-], CC(C)O, CC(=O)c1ccccc1, [H][H], [Na+], Cl[Ru](Cl)Cl, [RuH3]. Yields the product CC(O)c1ccccc1. RXN SMILES: [BH4-:10].[CH3:19][CH:20]([OH:21])[CH3:22].[CH3:1][C:2](=[O:3])[c:4]1[cH:5][cH:6][cH:7][cH:8][cH:9]1.[H:12][H:13].[Na+:11].[Ru:15]([Cl:16])([Cl:17])[Cl:18].[RuH3:14]>>[CH3:1][CH:2]([OH:3])[c:4]1[cH:5][cH:6][cH:7][cH:8][cH:9]1.